Dataset: the Open Reaction Database (ORD), a public repository of structured organic reaction records. Task: describe an organic reaction: reactants, conditions, products, and yield Starting materials: O=C([O-])[O-], CC(C)=O, C=CC(=O)c1ccc(O)c(Cl)c1Cl, O=C(O)CI, [K+], [K+]. The product is C=CC(=O)c1ccc(OCC(=O)O)c(Cl)c1Cl. Reaction SMILES: [C:19](=[O:20])([O-:21])[O-:22].[CH3:25][C:26](=[O:27])[CH3:28].[Cl:1][c:2]1[c:3]([OH:13])[cH:4][cH:5][c:6]([C:9]([CH:10]=[CH2:11])=[O:12])[c:7]1[Cl:8].[I:14][CH2:15][C:16](=[O:17])[OH:18].[K+:23].[K+:24]>>[Cl:1][c:2]1[c:3]([O:13][CH2:15][C:16](=[O:17])[OH:18])[cH:4][cH:5][c:6]([C:9]([CH:10]=[CH2:11])=[O:12])[c:7]1[Cl:8]. Reactants: C(CCC)[Li] (n-butyl lithium), C(C)(C)(C)OC(=O)N1CC(CC1)C=O (3-formyl-pyrrolidine-1-carboxylic acid tert-butyl ester). Reagents/catalysts: [Br-].C[P+](C1=CC=CC=C1)(C1=CC=CC=C1)C1=CC=CC=C1 (methyl triphenylphosphonium bromide). Run in C1CCOC1 (THF), C1CCOC1 (THF). Conditions: temperature 0 celsius, time 5 minute. Yields the product C(C)(C)(C)OC(=O)N1CC(CC1)C=C (3-Vinyl-pyrrolidine-1-carboxylic acid tert-butyl ester). Yield: 70.0%. As a reaction SMILES: [CH2:1]([Li])CCC.[C:6]([O:10][C:11]([N:13]1[CH2:17][CH2:16][CH:15]([CH:18]=O)[CH2:14]1)=[O:12])([CH3:9])([CH3:8])[CH3:7]>[Br-].C[P+](C1C=CC=CC=1)(C1C=CC=CC=1)C1C=CC=CC=1.C1COCC1>[C:6]([O:10][C:11]([N:13]1[CH2:17][CH2:16][CH:15]([CH:18]=[CH2:1])[CH2:14]1)=[O:12])([CH3:9])([CH3:8])[CH3:7] |f:2.3|. Reported procedure: To a suspension consisting of methyl triphenylphosphonium bromide (4.76 g, 13.3 mmol) and THF (20 mL) at 0° C. was added n-butyl lithium (1.6 M solution in hexanes, 8.3 mL). The resulting orange solution was stirred at 0° C. for 5 min. A solution consisting of 3-formyl-pyrrolidine-1-carboxylic acid tert-butyl ester (2.50 g, 12.5 mmol) and THF (15 mL) was then added via cannula. The reaction mixture was stirred at 0° C. and was warmed to rt over 2.5 h. The reaction mixture was then cooled to 0° C... The reactants are CC(C)(C)OC(=O)NC(CO)(CO)CCc1ccc(O)c(C(F)(F)F)c1, O=C([O-])[O-], CN(C)C=O, [K+], [K+], O, BrCCCCCc1ccccc1. The product is CC(C)(C)OC(=O)NC(CO)(CO)CCc1ccc(OCCCCCc2ccccc2)c(C(F)(F)F)c1. As a reaction SMILES: [C:1]([CH3:2])([CH3:3])([CH3:4])[O:5][C:6]([NH:7][C:8]([CH2:9][CH2:10][c:11]1[cH:12][c:13]([C:18]([F:19])([F:20])[F:21])[c:14]([OH:17])[cH:15][cH:16]1)([CH2:22][OH:23])[CH2:24][OH:25])=[O:26].[C:27](=[O:28])([O-:29])[O-:30].[CH3:46][N:47]([CH3:48])[CH:49]=[O:50].[K+:31].[K+:32].[OH2:45].[c:33]1([CH2:39][CH2:40][CH2:41][CH2:42][CH2:43][Br:44])[cH:34][cH:35][cH:36][cH:37][cH:38]1>>[C:1]([CH3:2])([CH3:3])([CH3:4])[O:5][C:6]([NH:7][C:8]([CH2:9][CH2:10][c:11]1[cH:12][c:13]([C:18]([F:19])([F:20])[F:21])[c:14]([O:17][CH2:43][CH2:42][CH2:41][CH2:40][CH2:39][c:33]2[cH:34][cH:35][cH:36][cH:37][cH:38]2)[cH:15][cH:16]1)([CH2:22][OH:23])[CH2:24][OH:25])=[O:26]. Starting materials: C(=C)C1=CC=C(C=C1)N1N=CN=C1 (1-(4-vinyl-phenyl)-1H-[1,2,4]triazole), [Li]CCCC (n-BuLi), C1CCOC1 (THF), N-methoxy, C1CCOC1 (THF). Reaction conditions: time 16 hour. The product is C1(CC1)C(=O)C1=NC=NN1C1=CC=C(C=C1)C=C (Cyclopropyl(1-(4-vinylphenyl)-1H-1,2,4-triazol-5-yl)methanone), solid. The yield is 30.0%. RXN SMILES: [CH:1]([C:3]1[CH:8]=[CH:7][C:6]([N:9]2[CH:13]=[N:12][CH:11]=[N:10]2)=[CH:5][CH:4]=1)=[CH2:2].[Li]CCCC.[CH2:19]1[CH2:23][O:22][CH2:21][CH2:20]1>>[CH:19]1([C:23]([C:13]2[N:9]([C:6]3[CH:5]=[CH:4][C:3]([CH:1]=[CH2:2])=[CH:8][CH:7]=3)[N:10]=[CH:11][N:12]=2)=[O:22])[CH2:20][CH2:21]1. Reported procedure: To a stirred solution of 1-(4-vinyl-phenyl)-1H-[1,2,4]triazole (1 g, 5.8 mmol) in 25 mL of THF, was added n-BuLi (0.37 g, 5.8 mmol) at −78° C. and stirred for 30 min To this N-methoxy N-methylcyclopropoxide in THF (0.82 g, 6.4 mmol) was added and the resultant reaction mixture was stirred at ambient temperature for 16 h. The reaction mixture was quenched with a saturated aqueous NH4Cl solution and extracted with EtOAc (3×25 mL). The combined EtOAc layer was washed with brine and dried over sodiu... Starting materials: CCCCCC (hexane), ClC1=CC=C(NC(C(C)(C)C)=O)C=C1 (4-chloro N-pivaloylaniline), C[Sn](C)(C)Cl (trimethyltin chloride). Run in C1CCOC1 (THF), C1CCOC1 (THF). Reaction conditions: temperature 0 celsius, time 2.5 hour. The product is ClC1=CC(=C(NC(C(C)(C)C)=O)C=C1)[Sn](C)(C)C (4-chloro-2-trimethylstannyl-N-pivaloylaniline). RXN SMILES: [Cl:1][C:2]1[CH:14]=[CH:13][C:5]([NH:6][C:7](=[O:12])[C:8]([CH3:11])([CH3:10])[CH3:9])=[CH:4][CH:3]=1.CCCCCC.[CH3:21][Sn:22](Cl)([CH3:24])[CH3:23]>C1COCC1>[Cl:1][C:2]1[CH:14]=[CH:13][C:5]([NH:6][C:7](=[O:12])[C:8]([CH3:10])([CH3:11])[CH3:9])=[C:4]([Sn:22]([CH3:24])([CH3:23])[CH3:21])[CH:3]=1. Reported procedure: A solution of 4-chloro N-pivaloylaniline* (2.11 g, 10 mmol) in 30 ml of dry THF was cooled in an ice bath under an atmosphere of nitrogen. Then an hexane solution of 1.6M of n-Buli (15.625 ml, 25 mmol) was added dropwise. After stirring at 0° C. for 2.5 h, trimethyltin chloride (2.19 g, 11 mmol) dissolved in dry THF (8 ml) was added within 20 min at 0° C. The reaction was then stirred for 2 h at 0° C. and for 16 h at room temperature, quenched with water and extracted with ethyl acetate. The org... Starting materials: C(C)(C)(C)C=1C=C(C=O)C=C(C1)C(C)(C)C (3,5-Di-t-butylbenzaldehyde), C(CC)[Mg]Cl (propylmagnesium chloride). The solvent is CCOCC (ether). Yields the product C(C)(C)(C)C=1C=C(C=C(C1)C(C)(C)C)C(CCC)O (1-(3,5-Di-t-butylphenyl)butan-1-ol). Isolated yield 98.7%. RXN SMILES: [C:1]([C:5]1[CH:6]=[C:7]([CH:10]=[C:11]([C:13]([CH3:16])([CH3:15])[CH3:14])[CH:12]=1)[CH:8]=[O:9])([CH3:4])([CH3:3])[CH3:2].[CH2:17]([Mg]Cl)[CH2:18][CH3:19]>CCOCC>[C:13]([C:11]1[CH:10]=[C:7]([CH:8]([OH:9])[CH2:17][CH2:18][CH3:19])[CH:6]=[C:5]([C:1]([CH3:4])([CH3:3])[CH3:2])[CH:12]=1)([CH3:16])([CH3:15])[CH3:14]. Reported procedure: To 2.0 g (9.17 mmol) of aldehyde 18 in 10 mL of dry ether at 0 ° C. was added 5.5 mL (11.0 mmol) of propylmagnesium chloride (2.0M in ether). The reaction mixture was warmed to RT and quenched with water (50 mL), extracted (ether, 2×50 mL), washed (water then brine), dried (MgSO4), filtered and concentrated to give 2.37 g (9.05 mmol) of alcohol 19 (pure by 1H-NMR) which was directly used in the next step (98% yield): TLC (20% EtOAc-80% hexanes) Rf 0.5; 1H-NMR (CDCl3) δ0.96 (t, 3H, CH2 CH3), 1.34... Starting materials: C(=O)C1=C(C=C(C(=O)OC)C=C1)OC (methyl 4-formyl-3-methoxybenzoate), O (water), Cl (hydrochloric acid). The solvent is CO (methanol), aqueous solution, [OH-].[Na+] (sodium hydroxide). Reaction conditions: time 1 hour. Yields the product C(=O)C1=C(C=C(C(=O)O)C=C1)OC (4-formyl-3-methoxybenzoic acid). Isolated yield 93.4%. As a reaction SMILES: [CH:1]([C:3]1[CH:12]=[CH:11][C:6]([C:7]([O:9]C)=[O:8])=[CH:5][C:4]=1[O:13][CH3:14])=[O:2].O.Cl>CO.[OH-].[Na+]>[CH:1]([C:3]1[CH:12]=[CH:11][C:6]([C:7]([OH:9])=[O:8])=[CH:5][C:4]=1[O:13][CH3:14])=[O:2] |f:4.5|. Procedure details: 1.72 g of methyl 4-formyl-3-methoxybenzoate was dissolved in 8.6 mL of methanol, to which 2.6 mL of a 20% aqueous solution of sodium hydroxide was added at room temperature, and this solution was stirred for one hour at the same temperature. The reaction mixture, to which water was added, was adjusted to pH 2 with 6M hydrochloric acid, and resultant precipitate was filtered out therefrom and washed with water to yield 1.49 g of 4-formyl-3-methoxybenzoic acid as light yellow solid.